Dataset: the Open Reaction Database (ORD), a public repository of structured organic reaction records. Task: describe an organic reaction: reactants, conditions, products, and yield Reactants: Cc1ccc(C)n1-c1cc(Br)cc(C(F)(F)F)c1, [Li]CCCC, C1CCOC1, CC(C)=O, CCCCCC, [Cl-], [NH4+]. Product: Cc1ccc(C)n1-c1cc(C(C)(C)O)cc(C(F)(F)F)c1. Reaction SMILES: [Br:1][c:2]1[cH:3][c:4](-[n:12]2[c:13]([CH3:18])[cH:14][cH:15][c:16]2[CH3:17])[cH:5][c:6]([C:8]([F:9])([F:10])[F:11])[cH:7]1.[CH2:19]([Li:20])[CH2:21][CH2:22][CH3:23].[CH2:30]1[O:31][CH2:32][CH2:33][CH2:34]1.[CH3:24][C:25]([CH3:26])=[O:27].[CH3:35][CH2:36][CH2:37][CH2:38][CH2:39][CH3:40].[Cl-:28].[NH4+:29]>>[c:2]1([C:25]([CH3:24])([CH3:26])[OH:27])[cH:3][c:4](-[n:12]2[c:13]([CH3:18])[cH:14][cH:15][c:16]2[CH3:17])[cH:5][c:6]([C:8]([F:9])([F:10])[F:11])[cH:7]1. Reactants: ClC=1C=CC(=C(C1)S(=O)(=O)N1CCOC2=C1C=C(C=C2)C(=O)NC=2SC=C(N2)C(=O)O)OC (2-{[4-(5-Chloro-2-methoxy-benzenesulfonyl)-3,4-dihydro-2H-benzo[1,4]oxazine-6-carbonyl]-amino}-thiazole-4-carboxylic acid), C(C)OC(=O)C=1N=C(SC1)N (2-amino-thiazole-4-carboxylic acid ethyl ester), S(=O)(Cl)Cl (thionyl chloride), acyl chloride. The solvent is C1(=CC=CC=C1)C (toluene), CN(C=O)C (dimethylformamide). Product: C(C)OC(=O)C=1N=C(SC1)NC(=O)C=1C=CC2=C(N(CCO2)S(=O)(=O)C2=C(C=CC(=C2)Cl)OC)C1 (2-{[4-(5-chloro-2-methoxy-benzenesulfonyl)-3,4-dihydro-2H-benzo[1,4]oxazine-6-carbonyl]-amino}-thiazole-4-carboxylic acid ethyl ester). RXN SMILES: [Cl:1][C:2]1[CH:3]=[CH:4][C:5]([O:32][CH3:33])=[C:6]([S:8]([N:11]2[C:16]3[CH:17]=[C:18]([C:21]([NH:23][C:24]4[S:25][CH:26]=[C:27]([C:29]([OH:31])=[O:30])[N:28]=4)=[O:22])[CH:19]=[CH:20][C:15]=3[O:14][CH2:13][CH2:12]2)(=[O:10])=[O:9])[CH:7]=1.S(Cl)(Cl)=O.[CH2:38](OC(C1N=C(N)SC=1)=O)[CH3:39]>C1(C)C=CC=CC=1.CN(C)C=O>[CH2:38]([O:30][C:29]([C:27]1[N:28]=[C:24]([NH:23][C:21]([C:18]2[CH:19]=[CH:20][C:15]3[O:14][CH2:13][CH2:12][N:11]([S:8]([C:6]4[CH:7]=[C:2]([Cl:1])[CH:3]=[CH:4][C:5]=4[O:32][CH3:33])(=[O:10])=[O:9])[C:16]=3[CH:17]=2)=[O:22])[S:25][CH:26]=1)=[O:31])[CH3:39]. Reported procedure: 2-{[4-(5-Chloro-2-methoxy-benzenesulfonyl)-3,4-dihydro-2H-benzo[1,4]oxazine-6-carbonyl]-amino}-thiazole-4-carboxylic acid, MS (ISP): m/e=508.3 (M−H), was prepared as described in example 1, steps 1 to 6. Step 5 was performed using thionyl chloride in toluene and dimethylformamide for the formation of the acyl chloride, and 2-amino-thiazole-4-carboxylic acid ethyl ester was used for the coupling, yielding 2-{[4-(5-chloro-2-methoxy-benzenesulfonyl)-3,4-dihydro-2H-benzo[1,4]oxazine-6-carbonyl]-amin... Reactants: C1(=CC=CC=C1)P(C1=CC=CC=C1)C1=CC=CC=C1 (Triphenylphosphine), C(C1=CC=CC=C1)N(C[C@@H](COC)O)[C@H](CO)C ((2S)-2-[N-benzyl-N-[(2S)-2-hydroxy-3-methoxypropyl]amino]-1-propanol), ClC(Cl)(Cl)Cl (tetrachloromethane). Reaction conditions: time 2 day. The product is C(C1=CC=CC=C1)N([C@H](CCl)C)C[C@@H](COC)O ((2S)-1-[N-benzyl-N-[(1S)-2-chloro-1-methylethyl]amino]-3-methoxy-2-propanol). RXN SMILES: C1(P(C2C=CC=CC=2)C2C=CC=CC=2)C=CC=CC=1.[CH2:20]([N:27]([C@@H:34]([CH3:37])[CH2:35]O)[CH2:28][C@H:29]([OH:33])[CH2:30][O:31][CH3:32])[C:21]1[CH:26]=[CH:25][CH:24]=[CH:23][CH:22]=1.[Cl:38]C(Cl)(Cl)Cl>>[CH2:20]([N:27]([CH2:28][C@H:29]([OH:33])[CH2:30][O:31][CH3:32])[C@@H:34]([CH3:37])[CH2:35][Cl:38])[C:21]1[CH:26]=[CH:25][CH:24]=[CH:23][CH:22]=1. Procedure details: Triphenylphosphine (10.09 g) was added to a solution of (2S)-2-[N-benzyl-N-[(2S)-2-hydroxy-3-methoxypropyl]amino]-1-propanol (8.86 g) in tetrachloromethane (4.06 ml) at room temperature. After being stirred at room temperature for 2 days, the solution was concentrated under reduced pressure. The residue was triturated with diisopropyl ether (200 ml) three times, and the soluble portions were separated by decantation and evaporated under reduced pressure. The residue was purified by column chroma...